From a dataset of the Open Reaction Database (ORD), a public repository of structured organic reaction records. describe an organic reaction: reactants, conditions, products, and yield Reactants: COc1ccc(CBr)cc1, O=C(c1ccccc1)c1cnc2c(C(F)(F)F)cccc2c1-c1cccc(O)c1. Product: COc1ccc(COc2cccc(-c3c(C(=O)c4ccccc4)cnc4c(C(F)(F)F)cccc34)c2)cc1. RXN SMILES: [Br:30][CH2:31][c:32]1[cH:33][cH:34][c:35]([O:38][CH3:39])[cH:36][cH:37]1.[OH:1][c:2]1[cH:3][c:4](-[c:8]2[c:9]([C:22](=[O:23])[c:24]3[cH:25][cH:26][cH:27][cH:28][cH:29]3)[cH:10][n:11][c:12]3[c:13]([C:18]([F:19])([F:20])[F:21])[cH:14][cH:15][cH:16][c:17]23)[cH:5][cH:6][cH:7]1>>[O:1]([c:2]1[cH:3][c:4](-[c:8]2[c:9]([C:22](=[O:23])[c:24]3[cH:25][cH:26][cH:27][cH:28][cH:29]3)[cH:10][n:11][c:12]3[c:13]([C:18]([F:19])([F:20])[F:21])[cH:14][cH:15][cH:16][c:17]23)[cH:5][cH:6][cH:7]1)[CH2:31][c:32]1[cH:33][cH:34][c:35]([O:38][CH3:39])[cH:36][cH:37]1. Reactants: [Al+3], CCN(CC)c1cccc(C)c1, [Cl-], [Cl-], [Cl-], Clc1ccccc1, O=C1OC(=O)c2ccccc21, O. Yields the product CCN(CC)c1ccc(C(=O)c2ccccc2C(=O)O)c(C)c1. Reaction SMILES: [Al+3:25].[CH2:12]([CH3:13])[N:14]([c:15]1[cH:16][c:17]([CH3:21])[cH:18][cH:19][cH:20]1)[CH2:22][CH3:23].[Cl-:24].[Cl-:26].[Cl-:27].[Cl:28][c:29]1[cH:30][cH:31][cH:32][cH:33][cH:34]1.[O:1]=[C:2]1[O:3][C:4](=[O:5])[c:6]2[cH:7][cH:8][cH:9][cH:10][c:11]21.[OH2:35]>>[O:1]=[C:2]([OH:3])[c:11]1[c:6]([C:4](=[O:5])[c:18]2[c:17]([CH3:21])[cH:16][c:15]([N:14]([CH2:12][CH3:13])[CH2:22][CH3:23])[cH:20][cH:19]2)[cH:7][cH:8][cH:9][cH:10]1. The product is OC(C1CCN(CC1)CCC[C@H](O)C1=CC=C(C=C1)C(C(=O)OCC)(C)C)(C1=CC=CC=C1)C1=CC=CC=C1 ((S)-4-[4-[4-(Hydroxydiphenylmethyl)-1-Piperidinyl]-1-Hydroxybutyl]-α,α-Dimethylbenzeneacetic Acid, Ethyl Ester). Run in O1CCCC1 (tetrahydrofuran), O1CCCC1 (tetrahydrofuran). Reaction SMILES: B(Cl)([C@H]1[C@H](C)[C@H]2C(C)(C)[C@@H](C2)C1)[C@H:2]1[C@H](C)[C@@H]2C(C)(C)[C@@H](C2)C1.[OH:23][C:24]([C:55]1[CH:60]=[CH:59][CH:58]=[CH:57][CH:56]=1)([C:49]1[CH:54]=[CH:53][CH:52]=[CH:51][CH:50]=1)[CH:25]1[CH2:30][CH2:29][N:28]([CH2:31][CH2:32][CH2:33][C:34]([C:36]2[CH:41]=[CH:40][C:39]([C:42]([CH3:48])([CH3:47])[C:43]([O:45][CH3:46])=[O:44])=[CH:38][CH:37]=2)=[O:35])[CH2:27][CH2:26]1.O.OO>O1CCCC1>[OH:23][C:24]([C:55]1[CH:60]=[CH:59][CH:58]=[CH:57][CH:56]=1)([C:49]1[CH:54]=[CH:53][CH:52]=[CH:51][CH:50]=1)[CH:25]1[CH2:30][CH2:29][N:28]([CH2:31][CH2:32][CH2:33][C@@H:34]([C:36]2[CH:41]=[CH:40][C:39]([C:42]([CH3:48])([CH3:47])[C:43]([O:45][CH2:46][CH3:2])=[O:44])=[CH:38][CH:37]=2)[OH:35])[CH2:27][CH2:26]1. Reported procedure: Dissolve (−)-B-chlorodiisopinocamphenylborane (2.5 g, 7.8 mmol) in anhydrous tetrahydrofuran (5 mL). Add a solution of 4-[4-[4-(hydroxydiphenylmethyl)-1-piperidinyl]-1-oxobutyl]-α,α-dimethylbenzeneacetic acid, methyl ester (3.54 mmol) in anhydrous tetrahydrofuran (5 mL). Stir at room temperature for 3 days and cool to 0° C. Add water 1 mL) and 30% hydrogen peroxide (2 mL) and stir for 20 minutes. Add methylene chloride (30 mL) and wash with brine (30 mL), then aqueous sodium hydrogen carbonate (... Run at time 3 day. The reactants are OC(C1CCN(CC1)CCCC(=O)C1=CC=C(C=C1)C(C(=O)OC)(C)C)(C1=CC=CC=C1)C1=CC=CC=C1 (4-[4-[4-(hydroxydiphenylmethyl)-1-piperidinyl]-1-oxobutyl]-α,α-dimethylbenzeneacetic acid, methyl ester), B([C@@H]1C[C@@H]2C[C@H]([C@H]1C)C2(C)C)([C@@H]3C[C@@H]4C[C@@H]([C@H]3C)C4(C)C)Cl ((−)-B-chlorodiisopinocamphenylborane), O (water), OO (hydrogen peroxide). Starting materials: solution, Cl (hydrogen chloride), C(O)([O-])=O.[Na+] (sodium hydrogencarbonate), O1C(CCCC1)OCCOCCC1=C(C(=CC(=C1)OCC=C)OCC=C)CC (2-(Tetrahydro-2H-pyran-2-yloxy)-1-[2-(3,5-diallyloxy-2-ethylphenyl)ethoxy]ethane), O (water). The solvent is O1CCOCC1 (1,4-dioxane), CO (methanol). Reaction conditions: time 30 minute. Yields the product C(C=C)OC=1C(=C(C=C(C1)OCC=C)CCOCCO)CC (2-[2-(3,5-diallyloxy-2-ethylphenyl)ethoxy]ethanol). The yield is 81.6%. As a reaction SMILES: O1CCCCC1[O:7][CH2:8][CH2:9][O:10][CH2:11][CH2:12][C:13]1[CH:18]=[C:17]([O:19][CH2:20][CH:21]=[CH2:22])[CH:16]=[C:15]([O:23][CH2:24][CH:25]=[CH2:26])[C:14]=1[CH2:27][CH3:28].Cl.C(=O)([O-])O.[Na+].O>CO.O1CCOCC1>[CH2:24]([O:23][C:15]1[C:14]([CH2:27][CH3:28])=[C:13]([CH2:12][CH2:11][O:10][CH2:9][CH2:8][OH:7])[CH:18]=[C:17]([O:19][CH2:20][CH:21]=[CH2:22])[CH:16]=1)[CH:25]=[CH2:26] |f:2.3|. Reported procedure: 2-(Tetrahydro-2H-pyran-2-yloxy)-1-[2-(3,5-diallyloxy-2-ethylphenyl)ethoxy]ethane (3.0 g, 7.6 mmol) obtained in Example 59, Step 1 was dissolved in methanol (30 mL), and a 4 mol/L solution of hydrogen chloride in 1,4-dioxane (20 mL) was added thereto, followed by stirring for 30 minutes. After the reaction mixture was neutralized with a saturated aqueous solution of sodium hydrogencarbonate, water was added thereto, and the mixture was extracted twice with ethyl acetate. The organic layers were c... Starting materials: CC[O-], CCO, C=CS(=O)(=O)N1CCC(c2c[nH]c3c(C(N)=O)cc(-c4ccccc4)cc23)CC1, [Na+]. Yields the product CCOCCS(=O)(=O)N1CCC(c2c[nH]c3c(C(N)=O)cc(-c4ccccc4)cc23)CC1. RXN SMILES: [CH3:30][CH2:31][O-:32].[CH3:34][CH2:35][OH:36].[CH:1](=[CH2:2])[S:3](=[O:4])(=[O:5])[N:6]1[CH2:7][CH2:8][CH:9]([c:12]2[cH:13][nH:14][c:15]3[c:16]([C:27](=[O:28])[NH2:29])[cH:17][c:18](-[c:21]4[cH:22][cH:23][cH:24][cH:25][cH:26]4)[cH:19][c:20]23)[CH2:10][CH2:11]1.[Na+:33]>>[CH2:1]([CH2:2][O:32][CH2:31][CH3:30])[S:3](=[O:4])(=[O:5])[N:6]1[CH2:7][CH2:8][CH:9]([c:12]2[cH:13][nH:14][c:15]3[c:16]([C:27](=[O:28])[NH2:29])[cH:17][c:18](-[c:21]4[cH:22][cH:23][cH:24][cH:25][cH:26]4)[cH:19][c:20]23)[CH2:10][CH2:11]1.